Dataset: the Open Reaction Database (ORD), a public repository of structured organic reaction records. Task: describe an organic reaction: reactants, conditions, products, and yield The reactants are CCC(=O)Cl, CCC1NCC(C)c2ccccc21, ClCCl, CC(CN)c1ccccc1, O=C(Cl)C(Cl)Cl, [Na+], [OH-], O, c1ccc2cnccc2c1. The product is CCC1c2ccccc2C(C)CN1C(=O)C(Cl)Cl. RXN SMILES: [C:11]([Cl:12])(=[O:13])[CH2:14][CH3:15].[CH2:16]([CH3:17])[CH:18]1[NH:19][CH2:20][CH:21]([CH3:28])[c:22]2[cH:23][cH:24][cH:25][cH:26][c:27]21.[CH2:48]([Cl:49])[Cl:50].[CH3:1][CH:2]([c:3]1[cH:4][cH:5][cH:6][cH:7][cH:8]1)[CH2:9][NH2:10].[Cl:41][CH:42]([Cl:43])[C:44]([Cl:45])=[O:46].[Na+:40].[OH-:39].[OH2:47].[cH:29]1[cH:30][c:31]2[c:32]([cH:33][n:34][cH:35][cH:36]2)[cH:37][cH:38]1>>[CH2:16]([CH3:17])[CH:18]1[N:19]([C:44]([CH:42]([Cl:41])[Cl:43])=[O:46])[CH2:20][CH:21]([CH3:28])[c:22]2[cH:23][cH:24][cH:25][cH:26][c:27]21. Reactants: Fc1cc(F)cc(Br)c1, CON(C)C(=O)C(C)NC(=O)OCc1ccccc1. The product is CC(NC(=O)OCc1ccccc1)C(=O)c1cc(F)cc(F)c1. Reaction SMILES: [Br:20][c:21]1[cH:22][c:23]([F:28])[cH:24][c:25]([F:27])[cH:26]1.[CH2:1]([c:2]1[cH:3][cH:4][cH:5][cH:6][cH:7]1)[O:8][C:9]([NH:10][CH:11]([CH3:12])[C:13]([N:14]([O:15][CH3:16])[CH3:17])=[O:18])=[O:19]>>[CH2:1]([c:2]1[cH:3][cH:4][cH:5][cH:6][cH:7]1)[O:8][C:9]([NH:10][CH:11]([CH3:12])[C:13](=[O:18])[c:21]1[cH:22][c:23]([F:28])[cH:24][c:25]([F:27])[cH:26]1)=[O:19]. Reactants: CCc1cnn(C)c1-c1csc(C(=O)OC)c1, [Na+], C1CCOC1, [OH-]. Product: CCc1cnn(C)c1-c1csc(C(=O)O)c1. As a reaction SMILES: [CH2:1]([CH3:2])[c:3]1[cH:4][n:5][n:6]([CH3:17])[c:7]1-[c:8]1[cH:9][c:10]([C:13](=[O:14])[O:15][CH3:16])[s:11][cH:12]1.[Na+:19].[O:20]1[CH2:21][CH2:22][CH2:23][CH2:24]1.[OH-:18]>>[CH2:1]([CH3:2])[c:3]1[cH:4][n:5][n:6]([CH3:17])[c:7]1-[c:8]1[cH:9][c:10]([C:13](=[O:14])[OH:15])[s:11][cH:12]1. The reactants are COC(=O)C1(CC2=CC=CC=C2C1)NC(C1=CC(=C(C=C1)OC)O)=O (2-(3-Hydroxy-4-methoxy-benzoylamino)-indane-2-carboxylic acid methyl ester), C1(=CC=CC=C1)C1(COC1)CO ((3-phenyl-oxetan-3-yl)-methanol), methyl ester. The product is COC1=C(C=C(C(=O)NC2(CC3=CC=CC=C3C2)C(=O)O)C=C1)OCC1(COC1)C1=CC=CC=C1 (2-[4-Methoxy-3-(3-phenyl-oxetan-3-ylmethoxy)-benzoylamino]-indane-2-carboxylic acid). RXN SMILES: C[O:2][C:3]([C:5]1([NH:14][C:15](=[O:25])[C:16]2[CH:21]=[CH:20][C:19]([O:22][CH3:23])=[C:18]([OH:24])[CH:17]=2)[CH2:13][C:12]2[C:7](=[CH:8][CH:9]=[CH:10][CH:11]=2)[CH2:6]1)=[O:4].[C:26]1([C:32]2([CH2:36]O)[CH2:35][O:34][CH2:33]2)[CH:31]=[CH:30][CH:29]=[CH:28][CH:27]=1>>[CH3:23][O:22][C:19]1[CH:20]=[CH:21][C:16]([C:15]([NH:14][C:5]2([C:3]([OH:2])=[O:4])[CH2:6][C:7]3[C:12](=[CH:11][CH:10]=[CH:9][CH:8]=3)[CH2:13]2)=[O:25])=[CH:17][C:18]=1[O:24][CH2:36][C:32]1([C:26]2[CH:31]=[CH:30][CH:29]=[CH:28][CH:27]=2)[CH2:33][O:34][CH2:35]1. Reported procedure: The compound of step 2 of example 15 and (3-phenyl-oxetan-3-yl)-methanol (S. Kanoh et al., Tetrahedron 58 (2002), 7065-7074) were reacted in analogy to step 3 of example 15, and the obtained methyl ester was hydrolyzed in analogy to example 16.